The task is: describe an organic reaction: reactants, conditions, products, and yield. This data is from the Open Reaction Database (ORD), a public repository of structured organic reaction records. The reactants are C(C)OC1(CC=2C1=C1C=CC=CC1=CC2)OCC (1,1-Diethoxy-1,2-dihydrocyclobuta[a]naphthalene), Cl (hydrochloric acid). Run in O1CCCC1 (tetrahydrofuran). Reaction conditions: time 30 minute. Yields the product C1(CC=2C1=C1C=CC=CC1=CC2)=O (Cyclobuta[a]naphthalen-1(2H)-one). The yield is 99.4%. RXN SMILES: C([O:3][C:4]1(OCC)[C:7]2=[C:8]3[C:13](=[CH:14][CH:15]=[C:6]2[CH2:5]1)[CH:12]=[CH:11][CH:10]=[CH:9]3)C.Cl>O1CCCC1>[C:4]1(=[O:3])[C:7]2=[C:8]3[C:13](=[CH:14][CH:15]=[C:6]2[CH2:5]1)[CH:12]=[CH:11][CH:10]=[CH:9]3. Reported procedure: 10 g of the product obtained in Step 1 are treated at room temperature with 42 ml of 1N hydrochloric acid dissolved in 170 ml of tetrahydrofuran. After 1 hour 30 minutes' contact, the solvent is concentrated and the residue is poured into 170 ml of water. 6.9 g of a solid corresponding to the expected product are then isolated. The reactants are FC1=C(C#N)C=CC(=C1C)N1C(C(C(C1C)=O)(C)C)=O (2-fluoro-3-methyl-4-(3,3,5-trimethyl-2,4-dioxopyrrolidin-1-yl)benzonitrile), C[Mg]Br.C1CCOC1 (methylmagnesium bromide THF). The product is FC1=C(C#N)C=CC(=C1C)N1[C@@H]([C@](C(C1=O)(C)C)(C)O)C (rac-2-fluoro-4-[(2R,3R)-3-hydroxy-2,3,4,4-tetramethyl-5-oxopyrrolidin-1-yl]-3-methylbenzonitrile), crystals. Isolated yield 63.0%. As a reaction SMILES: [F:1][C:2]1[C:9]([CH3:10])=[C:8]([N:11]2[CH:15]([CH3:16])[C:14](=[O:17])[C:13]([CH3:19])([CH3:18])[C:12]2=[O:20])[CH:7]=[CH:6][C:3]=1[C:4]#[N:5].[CH3:21][Mg]Br.C1COCC1>>[F:1][C:2]1[C:9]([CH3:10])=[C:8]([N:11]2[C:12](=[O:20])[C:13]([CH3:19])([CH3:18])[C@:14]([OH:17])([CH3:21])[C@H:15]2[CH3:16])[CH:7]=[CH:6][C:3]=1[C:4]#[N:5] |f:1.2|. Procedure details: Using 2-fluoro-3-methyl-4-(3,3,5-trimethyl-2,4-dioxopyrrolidin-1-yl)benzonitrile (60 mg) and methylmagnesium bromide-THF solution (2.19 mL, 1.0 mol/L), and in the same manner as in Example 2, the title compound was obtained as colorless crystals (yield: 40 mg, 63%).